From a dataset of the Open Reaction Database (ORD), a public repository of structured organic reaction records. describe an organic reaction: reactants, conditions, products, and yield The reactants are CC=1NC(=CC1C1=NC(=CC=C1)C1=CC=C(C=2CCCCC12)OCC(=O)O)C (2-(2,5-dimethylpyrrolyl)-6-[4-carboxymethoxy-5,6,7,8-tetrahydro-naphthalen-1-yl]-pyridine), solution, [H-].[Al+3].[Li+].[H-].[H-].[H-] (lithium aluminum hydride). The solvent is O1CCCC1 (tetrahydrofuran), O1CCCC1 (tetrahydrofuran). Product: CC=1NC(=CC1C1=NC(=CC=C1)C1=CC=C(C=2CCCCC12)OCCO)C (2-(2,5-Dimethylpyrrolyl)-6-[4-(2-hydroxy-ethoxy)-5,6,7,8-tetrahydro-naphthalen-1-yl]-pyridine). Reaction SMILES: [CH3:1][C:2]1[NH:3][C:4]([CH3:28])=[CH:5][C:6]=1[C:7]1[CH:12]=[CH:11][CH:10]=[C:9]([C:13]2[C:22]3[CH2:21][CH2:20][CH2:19][CH2:18][C:17]=3[C:16]([O:23][CH2:24][C:25](O)=[O:26])=[CH:15][CH:14]=2)[N:8]=1.[H-].[Al+3].[Li+].[H-].[H-].[H-]>O1CCCC1>[CH3:1][C:2]1[NH:3][C:4]([CH3:28])=[CH:5][C:6]=1[C:7]1[CH:12]=[CH:11][CH:10]=[C:9]([C:13]2[C:22]3[CH2:21][CH2:20][CH2:19][CH2:18][C:17]=3[C:16]([O:23][CH2:24][CH2:25][OH:26])=[CH:15][CH:14]=2)[N:8]=1 |f:1.2.3.4.5.6|. Procedure details: To a 100 mL round-bottomed flask equipped with condenser and nitrogen (N2) inlet were added 100 mg (0.27 mmol) 2-(2,5-dimethylpyrrolyl)-6-[4-carboxymethoxy-5,6,7,8-tetrahydro-naphthalen-1-yl]-pyridine (from Example 1), 20 mL dry tetrahydrofuran, and 0.6 mL (0.53 mmol) of a 1 M solution of lithium aluminum hydride in tetrahydrofuran. The reaction was refluxed 16 hour, cooled, and quenched with 1 N hydrochloric acid. The mixture was adjusted to pH 10 with 1 N aqueous sodium hydroxide solution, and... The reactants are ClC1=CC=C(C(=O)C(C#N)=CN(C)C)C=C1 (2-(4-chloro-benzoyl)-3-dimethylamino-acrylonitrile), [N+](=O)(O)[O-].[N+](=O)(O)[O-].COC=1C=C(C=CC1N1C=NC(=C1)C)NC(=N)N (N-[3-methoxy-4-(4-methyl-imidazol-1-yl)-phenyl]-guanidine dinitrate). Product: ClC1=CC=C(C=C1)C1=NC(=NC=C1C#N)NC1=CC(=C(C=C1)N1C=NC(=C1)C)OC (4-(4-Chloro-phenyl)-2-[3-methoxy-4-(4-methyl-imidazol-1-yl)-phenylamino]-pyrimidine-5-carbonitrile), solid. The yield is 14.0%. Reaction SMILES: [Cl:1][C:2]1[CH:16]=[CH:15][C:5]([C:6]([C:8](=[CH:11]N(C)C)[C:9]#[N:10])=O)=[CH:4][CH:3]=1.[N+]([O-])(O)=O.[N+]([O-])(O)=O.[CH3:25][O:26][C:27]1[CH:28]=[C:29]([NH:39][C:40]([NH2:42])=[NH:41])[CH:30]=[CH:31][C:32]=1[N:33]1[CH:37]=[C:36]([CH3:38])[N:35]=[CH:34]1>>[Cl:1][C:2]1[CH:3]=[CH:4][C:5]([C:6]2[C:8]([C:9]#[N:10])=[CH:11][N:42]=[C:40]([NH:39][C:29]3[CH:30]=[CH:31][C:32]([N:33]4[CH:37]=[C:36]([CH3:38])[N:35]=[CH:34]4)=[C:27]([O:26][CH3:25])[CH:28]=3)[N:41]=2)=[CH:15][CH:16]=1 |f:1.2.3|. Procedure: The title compound was prepared from crude 2-(4-chloro-benzoyl)-3-dimethylamino-acrylonitrile (50 mg, 0.21 mmol) and N-[3-methoxy-4-(4-methyl-imidazol-1-yl)-phenyl]-guanidine dinitrate (66 mg, 0.18 mmol) using in analogous manner the procedure described in example 28b). Obtained as a pale-yellow solid (10 mg, 14%). Reactants: N1N=CC=C1 (pyrazole), ClCCC1CC2=C(C(N(C1)C)=O)C=CC=N2 (8-(2-chloroethyl)-6,7,8,9-tetrahydro-6-methyl-5H-pyrido[3,2-c]azepin-5-one), [H-].[Na+] (sodium hydride). The solvent is CN(C=O)C (DMF), CN(C=O)C (DMF), CN(C=O)C (dimethylformamide). Yields the product N1(N=CC=C1)CCC1CC2=C(C(N(C1)C)=O)C=CC=N2 (8-[2-(1H-Pyrazol-1-yl)ethyl]-6,7,8,9-tetrahydro-6-methyl-5H-pyrido[3,2-c]azepin-5-one). Reaction SMILES: [H-].[Na+].[NH:3]1[CH:7]=[CH:6][CH:5]=[N:4]1.Cl[CH2:9][CH2:10][CH:11]1[CH2:17][N:16]([CH3:18])[C:15](=[O:19])[C:14]2[CH:20]=[CH:21][CH:22]=[N:23][C:13]=2[CH2:12]1>CN(C)C=O>[N:3]1([CH2:9][CH2:10][CH:11]2[CH2:17][N:16]([CH3:18])[C:15](=[O:19])[C:14]3[CH:20]=[CH:21][CH:22]=[N:23][C:13]=3[CH2:12]2)[CH:7]=[CH:6][CH:5]=[N:4]1 |f:0.1|. Reported procedure: To a suspension of sodium hydride in dimethylformamide (DMF) is added a solution of pyrazole in DMF. This solution is then added to a solution of 8-(2-chloroethyl)-6,7,8,9-tetrahydro-6-methyl-5H-pyrido[3,2-c]azepin-5-one in DMF. After reaction has occurred, DMF is removed by evaporation (80° C., vacuum pump) and the residue is taken up in chloroform. The chloroform solution is washed with dilute aqueous sodium hydroxide, dried over anhydrous sodium sulfate and concentrated by rotary evaporation ... Reactants: C1CCOC1, C[Si](C)(C)O[Si](C)(C)C, O=c1[nH]nc2c(-c3ccncc3)c(-c3ccc(Cl)cc3)c(Cl)nn12, [K]. Product: O=c1[nH]n2c(=O)[nH]nc2c(-c2ccncc2)c1-c1ccc(Cl)cc1. RXN SMILES: [CH2:35]1[O:36][CH2:37][CH2:38][CH2:39]1.[CH3:25][Si:26]([O:29][Si:27]([CH3:28])([CH3:30])[CH3:31])([CH3:32])[CH3:33].[Cl:1][c:2]1[c:3](-[c:18]2[cH:19][cH:20][c:21]([Cl:24])[cH:22][cH:23]2)[c:4](-[c:12]2[cH:13][cH:14][n:15][cH:16][cH:17]2)[c:5]2[n:6]([n:7]1)[c:8](=[O:11])[nH:9][n:10]2.[K:34]>>[c:2]1(=[O:29])[c:3](-[c:18]2[cH:19][cH:20][c:21]([Cl:24])[cH:22][cH:23]2)[c:4](-[c:12]2[cH:13][cH:14][n:15][cH:16][cH:17]2)[c:5]2[n:6]([nH:7]1)[c:8](=[O:11])[nH:9][n:10]2. Reactants: COC(=O)C1(C(C1)CC)NC(=O)C1N(CC(C1)OS(=O)(=O)C1=CC=C(C=C1)Br)C(C(C(C)(C)C)NC(=O)OC(C)(C)C)=O (1-{[4-(4-Bromobenzenesulfonyloxy)-1-(2-tert-butoxycarbonylamino-3,3-dimethylbutyryl)-pyrrolidine-2-carbonyl]amino}-2-ethylcyclopropanecarboxylic acid methyl ester), O=C1N(C(CC1)=O)OC(OC1CC2CC2C1)=O (carbonic acid bicyclo[3.1.0]hex-3-yl ester 2,5-dioxo-pyrrolidin-1-yl ester). The solvent is Cl (HCl), O1CCOCC1 (dioxane). Run at time 2 hour. Product: COC(=O)C1(C(C1)CC)NC(=O)C1N(CC(C1)OS(=O)(=O)C1=CC=C(C=C1)Br)C(C(C(C)(C)C)NC(=O)OC1CC2CC2C1)=O (1-{[1-[2-(bicyclo[3.1.0]hex-3-yloxycarbonylamino)-3,3-dimethylbutyryl]-4-(4-bromobenzenesulfonyloxy)-pyrrolidine-2-carbonyl]-amino}-2-ethylcyclopropanecarboxylic acid methyl ester). Yield: 92.0%. Reaction SMILES: [CH3:1][O:2][C:3]([C:5]1([NH:10][C:11]([CH:13]2[CH2:17][CH:16]([O:18][S:19]([C:22]3[CH:27]=[CH:26][C:25]([Br:28])=[CH:24][CH:23]=3)(=[O:21])=[O:20])[CH2:15][N:14]2[C:29](=[O:43])[CH:30]([NH:35][C:36]([O:38][C:39]([CH3:42])(C)[CH3:40])=[O:37])[C:31]([CH3:34])([CH3:33])[CH3:32])=[O:12])[CH2:7][CH:6]1[CH2:8][CH3:9])=[O:4].O=C1CCC(=O)N1OC(=O)OC1C[CH:58]2[CH:56]([CH2:57]2)C1>Cl.O1CCOCC1>[CH3:1][O:2][C:3]([C:5]1([NH:10][C:11]([CH:13]2[CH2:17][CH:16]([O:18][S:19]([C:22]3[CH:27]=[CH:26][C:25]([Br:28])=[CH:24][CH:23]=3)(=[O:21])=[O:20])[CH2:15][N:14]2[C:29](=[O:43])[CH:30]([NH:35][C:36]([O:38][CH:39]2[CH2:40][CH:58]3[CH:56]([CH2:57]3)[CH2:42]2)=[O:37])[C:31]([CH3:33])([CH3:32])[CH3:34])=[O:12])[CH2:7][CH:6]1[CH2:8][CH3:9])=[O:4]. Procedure details: 1-{[4-(4-Bromobenzenesulfonyloxy)-1-(2-tert-butoxycarbonylamino-3,3-dimethylbutyryl)-pyrrolidine-2-carbonyl]amino}-2-ethylcyclopropanecarboxylic acid methyl ester was dissolved in 4N HCl in dioxane (300 mL) at room temperature and stirred for 2 h. It was then concentrated under vacuum, and co-evaporated with dichloromethane (2×200 mL) to dryness. The residue was dissolved in EtOAc (600 mL) and sat'd aq. NaHCO3 (1 L). It was stirred vigorously. After 10 min, carbonic acid bicyclo[3.1.0]hex-3-yl e... Starting materials: FC1=CC=C(C=C1)C=1C(=NC=NC1N1CCC(CC1)C=1N(C=C(N1)C1=CC(=C(C=C1)F)C(F)(F)F)C)N (5-(4-Fluoro-phenyl)-6-{4-[4-(4-fluoro-3-trifluoromethyl-phenyl)-1-methyl-1H-imidazol-2-yl]-piperidin-1-yl}-pyrimidin-4-ylamine), COC=1C=C(C=CC1)B(O)O (3-methoxyphenylboronic acid). Yields the product FC1=C(C=C(C=C1)C=1N=C(N(C1)C)C1CCN(CC1)C1=C(C(=NC=N1)N)C1=CC(=CC=C1)OC)C(F)(F)F (6-{4-[4-(4-Fluoro-3-trifluoromethyl-phenyl)-1-methyl-1H-imidazol-2-yl]-piperidin-1-yl}-5-(3-methoxyphenyl)-pyrimidin-4-ylamine). RXN SMILES: F[C:2]1[CH:7]=[CH:6][C:5]([C:8]2[C:9]([NH2:37])=[N:10][CH:11]=[N:12][C:13]=2[N:14]2[CH2:19][CH2:18][CH:17]([C:20]3[N:21]([CH3:36])[CH:22]=[C:23]([C:25]4[CH:30]=[CH:29][C:28]([F:31])=[C:27]([C:32]([F:35])([F:34])[F:33])[CH:26]=4)[N:24]=3)[CH2:16][CH2:15]2)=[CH:4][CH:3]=1.[CH3:38][O:39]C1C=C(B(O)O)C=CC=1>>[F:31][C:28]1[CH:29]=[CH:30][C:25]([C:23]2[N:24]=[C:20]([CH:17]3[CH2:18][CH2:19][N:14]([C:13]4[N:12]=[CH:11][N:10]=[C:9]([NH2:37])[C:8]=4[C:5]4[CH:6]=[CH:7][CH:2]=[C:3]([O:39][CH3:38])[CH:4]=4)[CH2:15][CH2:16]3)[N:21]([CH3:36])[CH:22]=2)=[CH:26][C:27]=1[C:32]([F:33])([F:34])[F:35]. Reported procedure: The title compound was prepared in an analogous manner as 5-(4-Fluoro-phenyl)-6-{4-[4-(4-fluoro-3-trifluoromethyl-phenyl)-1-methyl-1H-imidazol-2-yl]-piperidin-1-yl}-pyrimidin-4-ylamine using 3-methoxyphenylboronic acid instead of 4-fluorophenylboronic acid. LC-MS: (M+1=527, obsd.=527).